Dataset: the Open Reaction Database (ORD), a public repository of structured organic reaction records. Task: describe an organic reaction: reactants, conditions, products, and yield Starting materials: [Cl-], [Cl-], ClP(Cl)Cl, Cl, [Zn+2], Oc1ccccc1-c1ccccc1. Product: ClP1Oc2ccccc2-c2ccccc21. Reaction SMILES: [Cl-:19].[Cl-:21].[Cl:14][P:15]([Cl:16])[Cl:17].[ClH:18].[Zn+2:20].[c:1]1(-[c:7]2[c:8]([OH:13])[cH:9][cH:10][cH:11][cH:12]2)[cH:2][cH:3][cH:4][cH:5][cH:6]1>>[c:1]12[cH:2][cH:3][cH:4][cH:5][c:6]1[P:15]([Cl:14])[O:13][c:8]1[c:7]-2[cH:12][cH:11][cH:10][cH:9]1. The reactants are FC1=CC=C(OC2=C(N)C=CC=C2)C=C1 (2-(4-fluorophenoxy)aniline), NC=1SC=CN1 (2-aminothiazole), FC1=CC=C(OC2=C(N)C=CC=C2)C=C1 (2-(4-fluorophenoxy)aniline), FC1=CC=C(C=C1)O (4-fluorophenol), FC1=C(C=CC=C1)[N+](=O)[O-] (1-fluoro-2-nitrobenzene). Product: FC1=CC=C(OC2=C(C=CC=C2)[N+](=O)[O-])C=C1 (2-(4-Fluorophenoxy)-1-nitrobenzene), FC1=CC=C(OC2=C(C=CC=C2)NC(=O)NC=2SC=CN2)C=C1 (N-[2-(4-Fluorophenoxy)phenyl]-N′-(thiazol-2-yl)urea). The yield is 72.0%. As a reaction SMILES: [F:1][C:2]1[CH:7]=[CH:6][C:5]([OH:8])=[CH:4][CH:3]=1.F[C:10]1[CH:15]=[CH:14][CH:13]=[CH:12][C:11]=1[N+:16]([O-:18])=[O:17].[F:19][C:20]1[CH:33]=[CH:32][C:23]([O:24][C:25]2[CH:31]=[CH:30][CH:29]=[CH:28][C:26]=2[NH2:27])=[CH:22][CH:21]=1.[NH2:34][C:35]1[S:36][CH:37]=[CH:38][N:39]=1>>[F:1][C:2]1[CH:7]=[CH:6][C:5]([O:8][C:10]2[CH:15]=[CH:14][CH:13]=[CH:12][C:11]=2[N+:16]([O-:18])=[O:17])=[CH:4][CH:3]=1.[F:19][C:20]1[CH:33]=[CH:32][C:23]([O:24][C:25]2[CH:31]=[CH:30][CH:29]=[CH:28][C:26]=2[NH:27][C:5]([NH:34][C:35]2[S:36][CH:37]=[CH:38][N:39]=2)=[O:8])=[CH:22][CH:21]=1. Procedure details: 2-(4-Fluorophenoxy)-1-nitrobenzene (0.87 g, 75%) was prepared from 4-fluorophenol (0.62 g, 5.5 mmol) and 1-fluoro-2-nitrobenzene (0.71 g, 5.0 mmol) following the general procedure A. This was reduced to 2-(4-fluorophenoxy)aniline (0.51 g, 68%) following general procedure B. N-[2-(4-Fluorophenoxy)phenyl]-N′-(thiazol-2-yl)urea (118 mg, 72%) was prepared from 2-(4-fluorophenoxy)aniline (102 mg, 0.5 mmol) and 2-aminothiazole (60 mg, 0.6 mmol) following the general procedure D. Starting materials: C1CCOC1, CC(C)(C)ON=O, N#Cc1nn(-c2c(Cl)cc(C(F)(F)F)cc2Cl)c(N)c1C1C=CCCCC1. Product: N#Cc1nn(-c2c(Cl)cc(C(F)(F)F)cc2Cl)cc1C1C=CCCCC1. Reaction SMILES: [CH2:35]1[O:36][CH2:37][CH2:38][CH2:39]1.[N:28]([O:29][C:30]([CH3:31])([CH3:32])[CH3:33])=[O:34].[NH2:1][c:2]1[c:3]([CH:21]2[CH:22]=[CH:23][CH2:24][CH2:25][CH2:26][CH2:27]2)[c:4]([C:19]#[N:20])[n:5][n:6]1-[c:7]1[c:8]([Cl:18])[cH:9][c:10]([C:14]([F:15])([F:16])[F:17])[cH:11][c:12]1[Cl:13]>>[cH:2]1[c:3]([CH:21]2[CH:22]=[CH:23][CH2:24][CH2:25][CH2:26][CH2:27]2)[c:4]([C:19]#[N:20])[n:5][n:6]1-[c:7]1[c:8]([Cl:18])[cH:9][c:10]([C:14]([F:15])([F:16])[F:17])[cH:11][c:12]1[Cl:13]. Starting materials: C(=O)NC1=CC=CC(=N1)CC(=O)OCC (ethyl 2-(6-formamidopyridin-2-yl)acetate), [Se](=O)=O (selenium dioxide), resultant solution. The solvent is O1CCOCC1 (dioxane), O1CCOCC1 (dioxane). Reaction conditions: time 1 hour. Yields the product C(=O)NC1=CC=CC(=N1)C(C(=O)OCC)=O (ethyl 2-(6-formamidopyridin-2-yl)glyoxylate). The yield is 51.5%. As a reaction SMILES: [CH:1]([NH:3][C:4]1[N:9]=[C:8]([CH2:10][C:11]([O:13][CH2:14][CH3:15])=[O:12])[CH:7]=[CH:6][CH:5]=1)=[O:2].[Se](=O)=[O:17]>O1CCOCC1>[CH:1]([NH:3][C:4]1[N:9]=[C:8]([C:10](=[O:17])[C:11]([O:13][CH2:14][CH3:15])=[O:12])[CH:7]=[CH:6][CH:5]=1)=[O:2]. Procedure details: To a solution of ethyl 2-(6-formamidopyridin-2-yl)acetate (26 g.) in dioxane (260 ml.) was added selenium dioxide (16.65 g.) in small portions at 85° to 90° C. over one hour and stirred at the same temperature for one hour. After cooling the resultant solution the dioxane layer was separated and concentrated under reduced pressure and then the residue was dissolved in ethyl acetate. The solution was washed with water, dried over magnesium sulfate and treated with activated chrcoal and then conce...